This data is from the Open Reaction Database (ORD), a public repository of structured organic reaction records. The task is: describe an organic reaction: reactants, conditions, products, and yield The reactants are COC(=O)COc1ccc(N(Cc2ccsc2)C2CCN(C(C)CCNC(=O)c3c(C)ncnc3C)CC2)cc1, CO, N. Yields the product Cc1ncnc(C)c1C(=O)NCCC(C)N1CCC(N(Cc2ccsc2)c2ccc(OCC(N)=O)cc2)CC1. Reaction SMILES: [CH3:2][O:3][C:4]([CH2:5][O:6][c:7]1[cH:8][cH:9][c:10]([N:13]([CH2:14][c:15]2[cH:16][s:17][cH:18][cH:19]2)[CH:20]2[CH2:21][CH2:22][N:23]([CH:26]([CH2:27][CH2:28][NH:29][C:30](=[O:31])[c:32]3[c:33]([CH3:39])[n:34][cH:35][n:36][c:37]3[CH3:38])[CH3:40])[CH2:24][CH2:25]2)[cH:11][cH:12]1)=[O:41].[CH3:42][OH:43].[NH3:1]>>[NH2:1][C:4](=[O:3])[CH2:5][O:6][c:7]1[cH:8][cH:9][c:10]([N:13]([CH2:14][c:15]2[cH:16][s:17][cH:18][cH:19]2)[CH:20]2[CH2:21][CH2:22][N:23]([CH:26]([CH2:27][CH2:28][NH:29][C:30](=[O:31])[c:32]3[c:33]([CH3:39])[n:34][cH:35][n:36][c:37]3[CH3:38])[CH3:40])[CH2:24][CH2:25]2)[cH:11][cH:12]1.